Dataset: the Open Reaction Database (ORD), a public repository of structured organic reaction records. Task: describe an organic reaction: reactants, conditions, products, and yield The reactants are C(C)(C)(C)C1=CC(=C(CN2C(C=3C(C2=O)=CC=CC3)=O)C=C1)OC1CCN(CC1)C(=O)OC(C)(C)C (N-[4-tert-butyl-2-(1-Boc-piperidin-4-yloxy)benzyl]phthalimide), NN (hydrazine). Run in C(Cl)Cl (methylene chloride), C(C)O (ethanol). Run at time 2 hour. The product is C(C)(C)(C)C1=CC(=C(CN)C=C1)OC1CCN(CC1)C(=O)OC(C)(C)C (4-tert-Butyl-2-(1-Boc-piperidin-4-yloxy)benzylamine). Yield: 95.7%. RXN SMILES: [C:1]([C:5]1[CH:22]=[CH:21][C:8]([CH2:9][N:10]2C(=O)C3=CC=CC=C3C2=O)=[C:7]([O:23][CH:24]2[CH2:29][CH2:28][N:27]([C:30]([O:32][C:33]([CH3:36])([CH3:35])[CH3:34])=[O:31])[CH2:26][CH2:25]2)[CH:6]=1)([CH3:4])([CH3:3])[CH3:2].NN>C(O)C.C(Cl)Cl>[C:1]([C:5]1[CH:22]=[CH:21][C:8]([CH2:9][NH2:10])=[C:7]([O:23][CH:24]2[CH2:25][CH2:26][N:27]([C:30]([O:32][C:33]([CH3:36])([CH3:35])[CH3:34])=[O:31])[CH2:28][CH2:29]2)[CH:6]=1)([CH3:4])([CH3:2])[CH3:3]. Reported procedure: To a solution of N-[4-tert-butyl-2-(1-Boc-piperidin-4-yloxy)benzyl]phthalimide (0.243 g, 0.49 mmol) in 3 mL absolute ethanol was added hydrazine (0.062 mL, 1.98 mmol) at room temperature. The reaction mixture was stirred at room temperature for 2 h, diluted with methylene chloride; and the resulting white solid filtered off. The solvent of the filtrate was evaporated in vacuo. The remaining material was re-dissolved in a minimum amount of chloroform, sonicated, and any additional white solid fil... RXN SMILES: [Cl:36][CH2:37][Cl:38].[Na+:35].[OH-:34].[OH2:33].[OH:26][C:27]([C:28]([F:29])([F:30])[F:31])=[O:32].[c:1]1([C:7]#[C:8][C:9]2=[N:10][O:11][C:12]3([CH2:13]2)[CH2:14][CH2:15][N:16]([C:19]([O:20][C:21]([CH3:22])([CH3:23])[CH3:24])=[O:25])[CH2:17][CH2:18]3)[cH:2][cH:3][cH:4][cH:5][cH:6]1>>[c:1]1([C:7]#[C:8][C:9]2=[N:10][O:11][C:12]3([CH2:13]2)[CH2:14][CH2:15][NH:16][CH2:17][CH2:18]3)[cH:2][cH:3][cH:4][cH:5][cH:6]1. Yields the product C(#Cc1ccccc1)C1=NOC2(CCNCC2)C1. The reactants are ClCCl, [Na+], [OH-], O, O=C(O)C(F)(F)F, CC(C)(C)OC(=O)N1CCC2(CC1)CC(C#Cc1ccccc1)=NO2. The reactants are FC(C(=O)O)(F)F.ClC=1C(=C2C(=NC1)NC(=N2)C2=CC=C(C=C2)CN2CCOCC2)N[C@H]2[C@H]([C@@H]1C=C[C@H]2C1)C(=O)N ((1S,2S,3R,4R)-3-[6-Chloro-2-(4-morpholin-4-ylmethyl-phenyl)-3H-imidazo[4,5-b]pyridine-7-ylamino]-bicyclo[2.2.1]hept-5-ene-2-carboxylic acid amide-trifluoroacetate salt), NC1=NC=C(C(=C1N)N[C@H]1[C@H]([C@@H]2C=C[C@H]1C2)C(=O)N)Cl ((1S,2S,3R,4R)-3-(2,3-Diamino-5-chloro-pyridin-4-ylamino)-bicyclo[2.2.1]hept-5-ene-2-carboxylic acid amide), COC1=C(C=O)C=CC(=C1)N1CCC(CC1)N1CCOCC1 (2-Methoxy-4-(4-morpholin-4-yl-piperidin-1-yl)-benzaldehyde). The product is ClC=1C(=C2C(=NC1)NC(=N2)C2=C(C=C(C=C2)N2CCC(CC2)N2CCOCC2)OC)N[C@H]2[C@H]([C@@H]1C=C[C@H]2C1)C(=O)N ((1S,2S,3R,4R)-3-{6-Chloro-2-[2-methoxy-4-(4-morpholin-4-yl-piperidin-1-yl)-phenyl]-3H-imidazo[4,5-b]pyridin-7-ylamino}-bicyclo[2.2.1]hept-5-ene-2-carboxylic acid amide). Isolated yield 75.0%. As a reaction SMILES: FC(F)(F)C(O)=O.ClC1C(N[C@@H]2[C@@H]3C[C@@H](C=C3)[C@@H]2C(N)=O)=C2N=C(C3C=CC(CN4CCOCC4)=CC=3)NC2=NC=1.[NH2:42][C:43]1[C:48]([NH2:49])=[C:47]([NH:50][C@@H:51]2[C@@H:56]3[CH2:57][C@@H:53]([CH:54]=[CH:55]3)[C@@H:52]2[C:58]([NH2:60])=[O:59])[C:46]([Cl:61])=[CH:45][N:44]=1.[CH3:62][O:63][C:64]1[CH:71]=[C:70]([N:72]2[CH2:77][CH2:76][CH:75]([N:78]3[CH2:83][CH2:82][O:81][CH2:80][CH2:79]3)[CH2:74][CH2:73]2)[CH:69]=[CH:68][C:65]=1[CH:66]=O>>[Cl:61][C:46]1[C:47]([NH:50][C@@H:51]2[C@@H:56]3[CH2:57][C@@H:53]([CH:54]=[CH:55]3)[C@@H:52]2[C:58]([NH2:60])=[O:59])=[C:48]2[N:49]=[C:66]([C:65]3[CH:68]=[CH:69][C:70]([N:72]4[CH2:73][CH2:74][CH:75]([N:78]5[CH2:83][CH2:82][O:81][CH2:80][CH2:79]5)[CH2:76][CH2:77]4)=[CH:71][C:64]=3[O:63][CH3:62])[NH:42][C:43]2=[N:44][CH:45]=1 |f:0.1|. Procedure: In the same fashion as for Compound III, (1S,2S,3R,4R)-3-(2,3-Diamino-5-chloro-pyridin-4-ylamino)-bicyclo[2.2.1]hept-5-ene-2-carboxylic acid amide and 2-Methoxy-4-(4-morpholin-4-yl-piperidin-1-yl)-benzaldehyde were reacted to produce the title compound (75%). 1H NMR (d-6 DMSO): 12.50 (br s, 1H), 9.85 (br s, 1H), 8.09 (s, 1H), 8.04 (d, J=9 Hz, 1H), 7.83 (br s, 1H), 7.29 (s, 1H), 6.77 (d, J=9 Hz, 1H), 6.66 (s, 1H), 6.38 (s, 2H), 5.15 (m, 1H), 3.95-4.30 (m, 7H), 3.69 (t, J=10 Hz, 2H), 3.48 (m, 3H),... Starting materials: NC1=NC=2C=C(C=CC2C2=C1N=C(N2CC(C)(C)O)COC)CCC(=O)O (3-[4-Amino-1-(2-hydroxy-2-methylpropyl)-2-(methoxymethyl)-1H-imidazo[4,5-c]quinolin-7-yl]propanoic acid), Cl.CNC (Dimethylamine hydrochloride), ON1N=NC2=C1C=CC=C2 (1-hydroxybenzotriazole), CN(CCCN=C=NCC)C (1-(3-Dimethylaminopropyl)-3-ethylcarbodiimide). Run in N1=CC=CC=C1 (pyridine). Conditions: time 30 minute. The product is NC1=NC=2C=C(C=CC2C2=C1N=C(N2CC(C)(C)O)COC)CCC(=O)N(C)C (3-[4-amino-1-(2-hydroxy-2-methylpropyl)-2-(methoxymethyl)-1H-imidazo[4,5-c]quinolin-7-yl]-N,N-dimethylpropanamide). Yield: 70.6%. Reaction SMILES: [NH2:1][C:2]1[C:11]2[N:12]=[C:13]([CH2:20][O:21][CH3:22])[N:14]([CH2:15][C:16]([OH:19])([CH3:18])[CH3:17])[C:10]=2[C:9]2[CH:8]=[CH:7][C:6]([CH2:23][CH2:24][C:25](O)=[O:26])=[CH:5][C:4]=2[N:3]=1.ON1C2C=CC=CC=2N=N1.[CH3:38][N:39](C)[CH2:40]CCN=C=NCC.Cl.CNC>N1C=CC=CC=1>[NH2:1][C:2]1[C:11]2[N:12]=[C:13]([CH2:20][O:21][CH3:22])[N:14]([CH2:15][C:16]([OH:19])([CH3:18])[CH3:17])[C:10]=2[C:9]2[CH:8]=[CH:7][C:6]([CH2:23][CH2:24][C:25]([N:39]([CH3:40])[CH3:38])=[O:26])=[CH:5][C:4]=2[N:3]=1 |f:3.4|. Procedure details: 3-[4-Amino-1-(2-hydroxy-2-methylpropyl)-2-(methoxymethyl)-1H-imidazo[4,5-c]quinolin-7-yl]propanoic acid (1.25 g, 3.30 mmol), anhydrous pyridine (75 mL) and 1-hydroxybenzotriazole (892 mg, 6.60 mmol) were combined and the reaction was stirred for 30 minutes. 1-(3-Dimethylaminopropyl)-3-ethylcarbodiimide (1.27 g, 6.60 mmol) was added and the reaction mixture was stirred for an additional 15 minutes. Dimethylamine hydrochloride (540 mg, 6.60 mmol) was added in one portion and the reaction was stirr...